From a dataset of the Open Reaction Database (ORD), a public repository of structured organic reaction records. describe an organic reaction: reactants, conditions, products, and yield Starting materials: NC1=NC(=NC2=CC(=C(C=C12)OC)OC)N1CCN(CC1)C(CC(C1=CC=CC=C1)=O)=O (4-Amino-6,7-dimethoxy-2-[4-(2-benzoylacetyl)-1-piperazinyl]-quinazoline), [BH4-].[Na+] (NaBH4), Cl (HCl), C([O-])(O)=O.[Na+] (sodium bicarbonate), [BH4-].[Na+] (NaBH4). Solvent: CC(=O)C (acetone), CO (MeOH), O (H2O), solution. Conditions: time 8 hour. Product: NC1=NC(=NC2=CC(=C(C=C12)OC)OC)N1CCN(CC1)C(CC(C1=CC=CC=C1)O)=O (4-Amino-6,7-dimethoxy-2-[4-(3-hydroxy-3-phenylpropionyl)-1-piperazinyl]-quinazoline). RXN SMILES: [NH2:1][C:2]1[C:11]2[C:6](=[CH:7][C:8]([O:14][CH3:15])=[C:9]([O:12][CH3:13])[CH:10]=2)[N:5]=[C:4]([N:16]2[CH2:21][CH2:20][N:19]([C:22](=[O:32])[CH2:23][C:24](=[O:31])[C:25]3[CH:30]=[CH:29][CH:28]=[CH:27][CH:26]=3)[CH2:18][CH2:17]2)[N:3]=1.[BH4-].[Na+].Cl.C(=O)(O)[O-].[Na+]>CO.O.CC(C)=O>[NH2:1][C:2]1[C:11]2[C:6](=[CH:7][C:8]([O:14][CH3:15])=[C:9]([O:12][CH3:13])[CH:10]=2)[N:5]=[C:4]([N:16]2[CH2:21][CH2:20][N:19]([C:22](=[O:32])[CH2:23][CH:24]([OH:31])[C:25]3[CH:26]=[CH:27][CH:28]=[CH:29][CH:30]=3)[CH2:18][CH2:17]2)[N:3]=1 |f:1.2,4.5|. Procedure: To a suspension of 3 g of the compound prepared in Example 13 in 50 ml MeOH a solution of 0.43 g of NaBH4 96% in 4 ml iced H2O containing 0.2 ml NaOH 30% is quickly added and the mixture is stirred at room temperature for 8 h. Thereafter 2 g (5×0.4) of NaBH4 are added in 8 h. The suspension is diluted with 10 ml acetone, treated with diluted HCl, neutralized with sodium bicarbonate in 5% solution and concentrated under vacuum. The aqueous suspension is diluted with H2O and extracted with CHCl3 ;...